Dataset: the Open Reaction Database (ORD), a public repository of structured organic reaction records. Task: describe an organic reaction: reactants, conditions, products, and yield Starting materials: CCO, [Na+], COC(=O)CCc1c2n(c(=O)c3ccccc13)CCc1ccccc1-2, [OH-]. Yields the product O=C(O)CCc1c2n(c(=O)c3ccccc13)CCc1ccccc1-2. As a reaction SMILES: [CH3:28][CH2:29][OH:30].[Na+:27].[O:1]=[c:2]1[n:3]2[c:8]([c:9]([CH2:16][CH2:17][C:18](=[O:19])[O:20][CH3:21])[c:10]3[c:11]1[cH:12][cH:13][cH:14][cH:15]3)-[c:7]1[c:6]([cH:25][cH:24][cH:23][cH:22]1)[CH2:5][CH2:4]2.[OH-:26]>>[O:1]=[c:2]1[n:3]2[c:8]([c:9]([CH2:16][CH2:17][C:18](=[O:19])[OH:20])[c:10]3[c:11]1[cH:12][cH:13][cH:14][cH:15]3)-[c:7]1[c:6]([cH:25][cH:24][cH:23][cH:22]1)[CH2:5][CH2:4]2. Product: resultant solution, C(C(=O)[O-])(=O)[O-].C(C)[P+](C1=CC=CC=C1)(C1=CC=CC=C1)C1=CC=CC=C1.C(C)[P+](C1=CC=CC=C1)(C1=CC=CC=C1)C1=CC=CC=C1 (ethyltriphenylphosphonium oxalate). Procedure details: To a 2 gallon bottle was charged 1000 g (1.707 mol) of a 70% methanol solution of ethyltriphenylphosphonium acetate.acetic acid complex followed by the addition of 204.4 g (1.622 mol) of oxalic acid dihydrate. The mixture was mixed until all the oxalic acid had dissolved and then about 31.5 g of methanol was added to give a resultant solution of about 50 wt. % ethyltriphenylphosphonium oxalate. RXN SMILES: C([O-])(=O)C.[CH2:5]([P+:7]([C:20]1[CH:25]=[CH:24][CH:23]=[CH:22][CH:21]=1)([C:14]1[CH:19]=[CH:18][CH:17]=[CH:16][CH:15]=1)[C:8]1[CH:13]=[CH:12][CH:11]=[CH:10][CH:9]=1)[CH3:6].O.O.[C:28]([OH:33])(=[O:32])[C:29]([OH:31])=[O:30].C(O)(=O)C(O)=O>CO>[C:28]([O-:33])(=[O:32])[C:29]([O-:31])=[O:30].[CH2:5]([P+:7]([C:14]1[CH:19]=[CH:18][CH:17]=[CH:16][CH:15]=1)([C:8]1[CH:9]=[CH:10][CH:11]=[CH:12][CH:13]=1)[C:20]1[CH:25]=[CH:24][CH:23]=[CH:22][CH:21]=1)[CH3:6].[CH2:5]([P+:7]([C:14]1[CH:19]=[CH:18][CH:17]=[CH:16][CH:15]=1)([C:8]1[CH:9]=[CH:10][CH:11]=[CH:12][CH:13]=1)[C:20]1[CH:25]=[CH:24][CH:23]=[CH:22][CH:21]=1)[CH3:6] |f:0.1,2.3.4,7.8.9|. Starting materials: C(C(=O)O)(=O)O (oxalic acid), O.O.C(C(=O)O)(=O)O (oxalic acid dihydrate), C(C)(=O)[O-].C(C)[P+](C1=CC=CC=C1)(C1=CC=CC=C1)C1=CC=CC=C1 (ethyltriphenylphosphonium acetate). Run in CO (methanol), CO (methanol). Reactants: CS(C)=O, C[S-], [Na+], O=C1CCN(c2nc(-c3cc(F)c(F)cc3F)nc3c2CS(=O)(=O)C3)CCN1, O. Product: CSc1cc(F)c(-c2nc3c(c(N4CCNC(=O)CC4)n2)CS(=O)(=O)C3)cc1F. Reaction SMILES: [CH3:29][S:30]([CH3:31])=[O:32].[CH3:33][S-:34].[Na+:35].[O:1]=[S:2]1(=[O:28])[CH2:3][c:4]2[n:5][c:6](-[c:19]3[c:20]([F:27])[cH:21][c:22]([F:26])[c:23]([F:25])[cH:24]3)[n:7][c:8]([N:11]3[CH2:12][CH2:13][NH:14][C:15](=[O:18])[CH2:16][CH2:17]3)[c:9]2[CH2:10]1.[OH2:36]>>[O:1]=[S:2]1(=[O:28])[CH2:3][c:4]2[n:5][c:6](-[c:19]3[c:20]([F:27])[cH:21][c:22]([S:30][CH3:29])[c:23]([F:25])[cH:24]3)[n:7][c:8]([N:11]3[CH2:12][CH2:13][NH:14][C:15](=[O:18])[CH2:16][CH2:17]3)[c:9]2[CH2:10]1. Starting materials: ClCC(COC1=NC=C(C=C1)Cl)=O (1-Chloro-3-(5-chloropyrid-2-yloxy)propan-2-one), Cl.NNC(=O)N (semicarbazide hydrochloride). Run in C(C)O (ethanol), O (water). Product: ClCC(COC1=NC=C(C=C1)Cl)=NNC(=O)N (1-chloro-3-(5-chloropyrid-2-yloxy)-2-semicarbazonopropane). RXN SMILES: [Cl:1][CH2:2][C:3](=O)[CH2:4][O:5][C:6]1[CH:11]=[CH:10][C:9]([Cl:12])=[CH:8][N:7]=1.Cl.[NH2:15][NH:16][C:17]([NH2:19])=[O:18]>C(O)C.O>[Cl:1][CH2:2][C:3](=[N:15][NH:16][C:17]([NH2:19])=[O:18])[CH2:4][O:5][C:6]1[CH:11]=[CH:10][C:9]([Cl:12])=[CH:8][N:7]=1 |f:1.2|. Reported procedure: 1-Chloro-3-(5-chloropyrid-2-yloxy)propan-2-one (400 mg.) was dissolved in ethanol (4 ml.) with warming, and stirred while a solution of semicarbazide hydrochloride (223 mg.) in water (2 ml.) was added. The mixture was cooled in ice for 11/2 hours and filtered, and the filter cake was washed with a 1:1 v/v mixture of ethanol and water (1 ml.), then with water (3 × 1 ml.). The product was dried in a desiccator over silica gel to give 1-chloro-3-(5-chloropyrid-2-yloxy)-2-semicarbazonopropane, RF = ... Reactants: O=C([O-])[O-], COc1cc2c(Nc3ccc(C)c(OC(C)=O)c3)ncnc2cc1O, Cn1c(CCl)nc2ccccc21, Cl, [I-], [K+], [K+], [K+], CN(C)C=O. Reaction SMILES: [C:27](=[O:28])([O-:29])[O-:30].[C:2]([CH3:3])(=[O:4])[O:5][c:6]1[cH:7][c:8]([NH:9][c:10]2[n:11][cH:12][n:13][c:14]3[cH:15][c:16]([OH:22])[c:17]([O:20][CH3:21])[cH:18][c:19]23)[cH:23][cH:24][c:25]1[CH3:26].[Cl:35][CH2:36][c:37]1[n:38][c:39]2[c:40]([n:41]1[CH3:42])[cH:43][cH:44][cH:45][cH:46]2.[ClH:1].[I-:34].[K+:31].[K+:32].[K+:33].[O:47]=[CH:48][N:49]([CH3:50])[CH3:51]>>[C:2]([CH3:3])(=[O:4])[O:5][c:6]1[cH:7][c:8]([NH:9][c:10]2[n:11][cH:12][n:13][c:14]3[cH:15][c:16]([O:22][CH2:36][c:37]4[n:38][c:39]5[c:40]([n:41]4[CH3:42])[cH:43][cH:44][cH:45][cH:46]5)[c:17]([O:20][CH3:21])[cH:18][c:19]23)[cH:23][cH:24][c:25]1[CH3:26]. Product: COc1cc2c(Nc3ccc(C)c(OC(C)=O)c3)ncnc2cc1OCc1nc2ccccc2n1C.